This data is from the Open Reaction Database (ORD), a public repository of structured organic reaction records. The task is: describe an organic reaction: reactants, conditions, products, and yield The reactants are C(C)OC1=C(C=CC(=C1)OC)C1=NN2C(C(N1)=O)=C(N=C2CCC)C (2-(2-ethoxy-4-methoxyphenyl)-5-methyl-7-propyl-3H-imidazo[5,1-f]-[1,2,4]triazin-4-one), ClS(=O)(=O)O (chlorosulphonic acid), ice water. Reaction conditions: time 8 hour. The product is C(C)OC1=CC(=C(C=C1C1=NN2C(C(N1)=O)=C(N=C2CCC)C)S(=O)(=O)Cl)OC (4-Ethoxy-2-methoxy-5-(5-methyl-4-oxo-7-propyl-3,4-dihydroimidazo[5,1-f][1,2,4]triazin-2-yl)-benzenesulphonyl chloride). As a reaction SMILES: [CH2:1]([O:3][C:4]1[CH:9]=[C:8]([O:10][CH3:11])[CH:7]=[CH:6][C:5]=1[C:12]1[NH:17][C:16](=[O:18])[C:15]2=[C:19]([CH3:25])[N:20]=[C:21]([CH2:22][CH2:23][CH3:24])[N:14]2[N:13]=1)[CH3:2].[Cl:26][S:27](O)(=[O:29])=[O:28]>>[CH2:1]([O:3][C:4]1[C:5]([C:12]2[NH:17][C:16](=[O:18])[C:15]3=[C:19]([CH3:25])[N:20]=[C:21]([CH2:22][CH2:23][CH3:24])[N:14]3[N:13]=2)=[CH:6][C:7]([S:27]([Cl:26])(=[O:29])=[O:28])=[C:8]([O:10][CH3:11])[CH:9]=1)[CH3:2]. Procedure: At 0° C., 0.31 g (0.9 mmol) of 2-(2-ethoxy-4-methoxyphenyl)-5-methyl-7-propyl-3H-imidazo[5,1-f]-[1,2,4]triazin-4-one are added slowly to 0.54 ml of chlorosulphonic acid. The reaction mixture is stirred at room temperature overnight and then poured into ice-water and extracted with dichloromethane. This gives 0.355 g (89%) of a colourless foam. Rf=0.50 (dichloromethane/methanol=20:1) Reactants: CO, [K+], [OH-], O, COC(=O)C(C(=O)OC)=C1SC=CS1. The product is COC(=O)C(C(=O)O)=C1SC=CS1. Reaction SMILES: [CH3:17][OH:18].[K+:16].[OH-:15].[OH2:19].[S:1]1[C:2](=[C:6]([C:7](=[O:8])[O:9][CH3:10])[C:11](=[O:12])[O:13][CH3:14])[S:3][CH:4]=[CH:5]1>>[S:1]1[C:2](=[C:6]([C:7](=[O:8])[O:9][CH3:10])[C:11](=[O:12])[OH:13])[S:3][CH:4]=[CH:5]1. Starting materials: C=O (formaldehyde), NC(=O)N (urea), C(C)=O (acetaldehyde), C1(=CC=CC=C1)CC=O (phenylacetaldehyde), amino, aromatic aldehyde, aliphatic aldehyde, C(CC)=O (propionaldehyde). The product is NC(=O)N (urea), aldehyde, NC1=CC=CC=C1 (aniline). Reaction SMILES: C=O.C(=O)C.C(=O)CC.[C:10]1(CC=O)[CH:15]=[CH:14][CH:13]=[CH:12][CH:11]=1.[NH2:19][C:20]([NH2:22])=[O:21]>>[NH2:19][C:20]([NH2:22])=[O:21].[NH2:19][C:10]1[CH:15]=[CH:14][CH:13]=[CH:12][CH:11]=1. Procedure: The amino-series resin is usually obtained by a reaction of an amino group-containing compound with an aldehyde (e.g., an aliphatic aldehyde such as formaldehyde (formic aldehyde), acetaldehyde or propionaldehyde, an aromatic aldehyde such as phenylacetaldehyde). The amino-series resin may include a urea resin (e.g., a urea resin obtained by a reaction of urea with an aldehyde), an aniline resin (e.g., an aniline resin obtained by a reaction of an aniline compound such as aniline, naphthylamine,... Starting materials: CC#N, CO, ClCCl, O, CC(C)CC(NC(=O)OCC1c2ccccc2-c2ccccc21)C(=O)n1cc(C(C)c2c(Cl)ccc(F)c2Cl)c2cc(Br)cnc21. Product: CC(c1c(Cl)ccc(F)c1Cl)c1c[nH]c2ncc(Br)cc12. Reaction SMILES: [C:53](#[N:54])[CH3:55].[CH3:47][OH:48].[Cl:49][CH2:50][Cl:51].[OH2:52].[cH:1]1[c:2]2[c:22]([cH:23][cH:24][cH:46]1)-[c:17]1[c:16]([cH:21][cH:20][cH:19][cH:18]1)[CH:3]2[CH2:4][O:5][C:6](=[O:7])[NH:8][CH:9]([C:10](=[O:11])[n:25]1[cH:26][c:27]([CH:35]([CH3:36])[c:37]2[c:38]([Cl:45])[c:39]([F:44])[cH:40][cH:41][c:42]2[Cl:43])[c:28]2[c:29]1[n:30][cH:31][c:32]([Br:34])[cH:33]2)[CH2:12][CH:13]([CH3:14])[CH3:15]>>[nH:25]1[cH:26][c:27]([CH:35]([CH3:36])[c:37]2[c:38]([Cl:45])[c:39]([F:44])[cH:40][cH:41][c:42]2[Cl:43])[c:28]2[c:29]1[n:30][cH:31][c:32]([Br:34])[cH:33]2. As a reaction SMILES: [N+:1]([C:4]1[CH:5]=[C:6]([N:11]2[C:20]([C:21]3[CH:26]=[CH:25][C:24]([N:27]([CH3:29])[CH3:28])=[CH:23][CH:22]=3)=[CH:19][C:18](=[O:30])[C:13]([C:14]([O:16]C)=[O:15])=[CH:12]2)[CH:7]=[CH:8][C:9]=1[F:10])([O-])=O.O.C(Cl)(Cl)Cl.C(O)(=O)C>CN(C)C=O.[C].[Pd]>[NH2:1][C:4]1[CH:5]=[C:6]([N:11]2[C:20]([C:21]3[CH:26]=[CH:25][C:24]([N:27]([CH3:28])[CH3:29])=[CH:23][CH:22]=3)=[CH:19][C:18](=[O:30])[C:13]([C:14]([OH:16])=[O:15])=[CH:12]2)[CH:7]=[CH:8][C:9]=1[F:10] |f:5.6|. Yield: 18.7%. The reagents and catalysts are [C].[Pd] (palladium carbon). The reactants are C(C)(=O)O (acetic acid), ester, O (water), C(Cl)(Cl)Cl (chloroform), [N+](=O)([O-])C=1C=C(C=CC1F)N1C=C(C(=O)OC)C(C=C1C1=CC=C(C=C1)N(C)C)=O (methyl 1-(3-nitro-4-fluorophenyl)-6-(4-dimethylaminophenyl)-4-oxo-1,4-dihydronicotinate). Reported procedure: In 12 ml of N,N-dimethylformamide was dissolved 0.6 g of methyl 1-(3-nitro-4-fluorophenyl)-6-(4-dimethylaminophenyl)-4-oxo-1,4-dihydronicotinate and to this solution was added 0.2 g of 5% by weight palladium carbon, and the above ester was hydrogenated under atmospheric pressure for 2 hours. Then, the catalyst was removed by filtration and the solvent was removed by distillation under reduced pressure. The resulting residue was dissolved in a mixture consisting of 2 ml of ethanol and 2 ml of a 1... Yields the product NC=1C=C(C=CC1F)N1C=C(C(=O)O)C(C=C1C1=CC=C(C=C1)N(C)C)=O (1-(3-amino-4-fluorophenyl)-6-(4-dimethylaminophenyl)-4-oxo-1,4-dihydronicotinic acid). Run in CN(C=O)C (N,N-dimethylformamide). Reactants: BrC1=C(SC(=C1)Br)C (3,5-dibromo-2-methylthiophene), Grignard reagent, BrC=1SC(=CC1)C (2-bromo-5-methylthiophene), [Mg] (magnesium). Reagents/catalysts: C1=CC=C(C=C1)P([C-]2C=CC=C2)C3=CC=CC=C3.C1=CC=C(C=C1)P([C-]2C=CC=C2)C3=CC=CC=C3.Cl[Pd]Cl.[Fe+2] (Pd(dppf)Cl2). The solvent is CCOCC (ether), CCOCC (ether). Reaction conditions: time 72 hour. The product is BrC=1C=C(SC1C)C=1SC(=CC1)C (4-bromo-5,5′-dimethyl-2,2′-bithienyl). The yield is 74.0%. Reaction SMILES: Br[C:2]1[S:3][C:4]([CH3:7])=[CH:5][CH:6]=1.[Mg].[Br:9][C:10]1[CH:14]=[C:13](Br)[S:12][C:11]=1[CH3:16]>CCOCC.C1C=CC(P(C2C=CC=CC=2)[C-]2C=CC=C2)=CC=1.C1C=CC(P(C2C=CC=CC=2)[C-]2C=CC=C2)=CC=1.Cl[Pd]Cl.[Fe+2]>[Br:9][C:10]1[CH:14]=[C:13]([C:2]2[S:3][C:4]([CH3:7])=[CH:5][CH:6]=2)[S:12][C:11]=1[CH3:16] |f:4.5.6.7|. Procedure: A solution of 2-bromo-5-methylthiophene (4.00 g, 22.6 mmol) in anhydrous ether (10 mL) was treated with magnesium turnings (0.577 g, 23.7 mmol) and heated at reflux for 45 min under an N2 atmosphere. The heat source was removed and the reaction mixture was slowly allowed to cool to room temperature when it was transferred to a flame-dried addition funnel via a cannula. A solution of 3,5-dibromo-2-methylthiophene (5.49 g, 21.5 mmol) and Pd(dppf)Cl2 (16.5 mg, 0.023 mmol) in 75 mL anhydrous ether w... Reactants: C(C)(C)(C)OC(=O)N1CC=C(CC1)C1=NC2=CC=CC=C2N=C1 (1-tert-butoxycarbon-yl-4-(quinoxalin-2-yl)-1,2,5,6-tetrahydropyridine). The reagents and catalysts are [Pd] (palladium on carbon). Run in CO (methanol). Reaction conditions: time 45 minute. The product is C(C)(C)(C)OC(=O)N1CCC(CC1)C1=NC2=CC=CC=C2N=C1 (1-tert-butoxycarbonyl-4-(quinoxalin-2-yl)piperidine). Yield: 83.3%. RXN SMILES: [C:1]([O:5][C:6]([N:8]1[CH2:13][CH2:12][C:11]([C:14]2[CH:23]=[N:22][C:21]3[C:16](=[CH:17][CH:18]=[CH:19][CH:20]=3)[N:15]=2)=[CH:10][CH2:9]1)=[O:7])([CH3:4])([CH3:3])[CH3:2]>[Pd].CO>[C:1]([O:5][C:6]([N:8]1[CH2:13][CH2:12][CH:11]([C:14]2[CH:23]=[N:22][C:21]3[C:16](=[CH:17][CH:18]=[CH:19][CH:20]=3)[N:15]=2)[CH2:10][CH2:9]1)=[O:7])([CH3:4])([CH3:2])[CH3:3]. Procedure: A mixture of 0.55 gm (1.8 mMol) 1-tert-butoxycarbon-yl-4-(quinoxalin-2-yl)-1,2,5,6-tetrahydropyridine and 0.1 gm 5% palladium on carbon in 10 mL methanol was stirred at room temperature for 45 minutes under a hydrogen atmosphere. The reaction mixture was then filtered and the filtrate concentrated under reduced pressure to provide 0.47 gm (84%) of 1-tert-butoxycarbonyl-4-(quinoxalin-2-yl)piperidine as a yellow oil.